This data is from the Open Reaction Database (ORD), a public repository of structured organic reaction records. The task is: describe an organic reaction: reactants, conditions, products, and yield Starting materials: CCOC(=O)c1ccc(CP(=O)(OCC)OCC)cc1, CC(=O)c1ccc2c(c1)N(C)CCC2(C)C, CCCCC, CN(C)C=O, [H-], [Na+]. Product: CCOC(=O)c1ccc(C=C(C)c2ccc3c(c2)N(C)CCC3(C)C)cc1. As a reaction SMILES: [C:8](=[O:9])([O:10][CH2:11][CH3:12])[c:13]1[cH:14][cH:15][c:16]([CH2:17][P:18](=[O:19])([O:20][CH2:21][CH3:22])[O:23][CH2:24][CH3:25])[cH:26][cH:27]1.[CH3:28][C:29](=[O:30])[c:31]1[cH:32][cH:33][c:34]2[c:39]([cH:40]1)[N:38]([CH3:41])[CH2:37][CH2:36][C:35]2([CH3:42])[CH3:43].[CH3:3][CH2:4][CH2:5][CH2:6][CH3:7].[CH3:44][N:45]([CH3:46])[CH:47]=[O:48].[H-:1].[Na+:2]>>[C:8](=[O:9])([O:10][CH2:11][CH3:12])[c:13]1[cH:14][cH:15][c:16]([CH:17]=[C:29]([CH3:28])[c:31]2[cH:32][cH:33][c:34]3[c:39]([cH:40]2)[N:38]([CH3:41])[CH2:37][CH2:36][C:35]3([CH3:42])[CH3:43])[cH:26][cH:27]1. Product: Cc1cn(C)c2c1C(=O)N(CCCCl)CCC2=O. Starting materials: ClCCCBr, C1CCOC1, CC(C)(C)[O-], Cc1cn(C)c2c1C(=O)NCCC2=O, [K+]. As a reaction SMILES: [Br:21][CH2:22][CH2:23][CH2:24][Cl:25].[CH2:26]1[O:27][CH2:28][CH2:29][CH2:30]1.[CH3:15][C:16]([CH3:17])([O-:18])[CH3:19].[CH3:1][n:2]1[cH:3][c:4]([CH3:14])[c:5]2[c:11]1[C:10](=[O:12])[CH2:9][CH2:8][NH:7][C:6]2=[O:13].[K+:20]>>[CH3:1][n:2]1[cH:3][c:4]([CH3:14])[c:5]2[c:11]1[C:10](=[O:12])[CH2:9][CH2:8][N:7]([CH2:22][CH2:23][CH2:24][Cl:25])[C:6]2=[O:13]. The reactants are C(C)N(C(C)C)C(C)C (ethyldiisopropylamine), CS(=O)(=O)Cl (methanesulfonyl chloride), C(C)(=O)O[BH-](OC(C)=O)OC(C)=O.[Na+] (sodium triacetoxyborohydride), Cl.OC1CNC1 (3-hydroxyazetidine hydrochloride), FC(C1=CC=C(C=O)C=C1)(F)F (4-trifluoromethylbenzaldehyde), C(C)N(C(C)C)C(C)C (ethyldiisopropylamine). Solvent: C([O-])(O)=O.[Na+] (sodium bicarbonate), C(O)([O-])=O.[Na+] (sodium hydrogencarbonate), ClC(C)Cl (dichloroethane). Conditions: temperature 80 celsius, time 16 hour. Yields the product CS(=O)(=O)OC1CN(C1)CC1=CC=C(C=C1)C(F)(F)F (1-(4-(trifluoromethyl)benzyl)azetidin-3-yl methanesulfonate). Reaction SMILES: Cl.[OH:2][CH:3]1[CH2:6][NH:5][CH2:4]1.[F:7][C:8]([F:18])([F:17])[C:9]1[CH:16]=[CH:15][C:12]([CH:13]=O)=[CH:11][CH:10]=1.C(N(C(C)C)C(C)C)C.C(O[BH-](OC(=O)C)OC(=O)C)(=O)C.[Na+].[CH3:42][S:43](Cl)(=[O:45])=[O:44]>ClC(Cl)C.C(=O)(O)[O-].[Na+]>[CH3:42][S:43]([O:2][CH:3]1[CH2:6][N:5]([CH2:13][C:12]2[CH:15]=[CH:16][C:9]([C:8]([F:18])([F:17])[F:7])=[CH:10][CH:11]=2)[CH2:4]1)(=[O:45])=[O:44] |f:0.1,4.5,8.9|. Procedure details: A solution of 3-hydroxyazetidine hydrochloride A6a (1.4 g, 14.8 mmol) and 4-trifluoromethylbenzaldehyde (1.98 mL, 14.8 mmol) in dichloroethane (50 mL) is treated with ethyldiisopropylamine (2.56 mL, 14.8 mmol) and heated to 80° C. for 1 hour. The mixture is then cooled to room temperature and sodium triacetoxyborohydride (6.2 g, 29.6 mmol) is added and the mixture is stirred at room temperature for 16 hours. The reaction is treated with saturated sodium hydrogencarbonate solution e (50 mL), and ... Product: C(C)(=O)C1(CCN(CC1)CCCOC=1C=C2C=CC(NC2=CC1)=O)C1=CC=CC=C1 (6-[3-(4-acetyl-4-phenyl-1-piperidyl)propoxy]carbostyril). The solvent is CN(C=O)C (dimethylformamide). Reactants: OC=1C=C2C=CC(NC2=CC1)=O (6-hydroxycarbostyril), [OH-].[K+] (potassium hydroxide), CO (methanol), ClCCCN1CCC(CC1)(C1=CC=CC=C1)C(C)=O (1-(3-chloropropyl)-4-acetyl-4-phenylpiperidine). As a reaction SMILES: [OH:1][C:2]1[CH:3]=[C:4]2[C:9](=[CH:10][CH:11]=1)[NH:8][C:7](=[O:12])[CH:6]=[CH:5]2.[OH-].[K+].CO.Cl[CH2:18][CH2:19][CH2:20][N:21]1[CH2:26][CH2:25][C:24]([C:33](=[O:35])[CH3:34])([C:27]2[CH:32]=[CH:31][CH:30]=[CH:29][CH:28]=2)[CH2:23][CH2:22]1>CN(C)C=O>[C:33]([C:24]1([C:27]2[CH:28]=[CH:29][CH:30]=[CH:31][CH:32]=2)[CH2:23][CH2:22][N:21]([CH2:20][CH2:19][CH2:18][O:1][C:2]2[CH:3]=[C:4]3[C:9](=[CH:10][CH:11]=2)[NH:8][C:7](=[O:12])[CH:6]=[CH:5]3)[CH2:26][CH2:25]1)(=[O:35])[CH3:34] |f:1.2|. Reaction conditions: temperature 50 celsius. Procedure details: 1.65 Grams of 6-hydroxycarbostyril and 0.75 g of granular potassium hydroxide were mixed with 50 ml of methanol and concentrated under a reduced pressure to dryness. To the residue obtained was added 50 ml of dimethylformamide and mixed well, then 2.6 g of 1-(3-chloropropyl)-4-acetyl-4-phenylpiperidine was added and heated at 50° C. for 6 hours under stirring condition. The reaction mixture was concentrated under a reduced pressure to dryness and 20 ml of 5%-sodium hydrogencarbonate aqueous solu...